Dataset: the Open Reaction Database (ORD), a public repository of structured organic reaction records. Task: describe an organic reaction: reactants, conditions, products, and yield Reactants: COC(=O)c1cc(O)c(O)c(O)c1, CC(C)=O. The product is COC(=O)c1cc(O)c2c(c1)OC(C)(C)O2. As a reaction SMILES: [C:1]([c:2]1[cH:3][c:4]([OH:5])[c:6]([OH:7])[c:8]([OH:9])[cH:10]1)(=[O:11])[O:12][CH3:13].[CH3:14][C:15]([CH3:16])=[O:17]>>[C:1]([c:2]1[cH:3][c:4]([OH:5])[c:6]2[c:8]([cH:10]1)[O:9][C:15]([CH3:14])([CH3:16])[O:7]2)(=[O:11])[O:12][CH3:13]. Starting materials: C(C)(C)(C)OC(C(CC(=O)O[C@@H]1C([C@@H]2CC[C@]3([C@@]4(CC[C@@]5(C([C@H]4CC[C@@H]3[C@]2(CC1)C)=C(C(C5)=O)C(C)C)/C=C/C(=O)O)C)C)(C)C)(C)C)=O ((E)-3-((3aS,5aR,5bR,7aR,9S,11aR,11bR,13aS)-9-((4-(tert-butoxy)-3,3-dimethyl-4-oxobutanoyl)oxy)-1-isopropyl-5a,5b,8,8,11a-pentamethyl-2-oxo-3,3a,4,5,5a,5b,6,7,7a,8,9,10,11,11a,11b,12,13,13a-octadecahydro-2H-cyclopenta[a]chrysen-3a-yl)acrylic acid), FC(C(=O)O)(F)F (trifluoroacetic acid). The solvent is ClCCl (dichloromethane). Reaction conditions: temperature 20 celsius, time 1 hour. The product is C(=O)(O)/C=C/[C@]12C([C@H]3CC[C@@H]4[C@]5(CC[C@@H](C([C@@H]5CC[C@]4([C@@]3(CC1)C)C)(C)C)OC(CC(C(=O)O)(C)C)=O)C)=C(C(C2)=O)C(C)C (4-(((3aS,5aR,5bR,7aR,9S,11aR,11bR,13aS)-3a-((E)-2-Carboxyvinyl)-1-isopropyl-5a,5b,8,8,11a-pentamethyl-2-oxo-3,3a,4,5,5a,5b,6,7,7a,8,9,10,11,11a,11b,12,13,13a-octadecahydro-2H-cyclopenta[a]chrysen-9-yl)oxy)-2,2-dimethyl-4-oxobutanoic acid). Isolated yield 46.3%. RXN SMILES: C([O:5][C:6](=[O:49])[C:7]([CH3:48])([CH3:47])[CH2:8][C:9]([O:11][C@H:12]1[CH2:29][CH2:28][C@@:27]2([CH3:30])[C@@H:14]([CH2:15][CH2:16][C@:17]3([CH3:44])[C@@H:26]2[CH2:25][CH2:24][C@H:23]2[C@@:18]3([CH3:43])[CH2:19][CH2:20][C@@:21]3(/[CH:38]=[CH:39]/[C:40]([OH:42])=[O:41])[CH2:33][C:32](=[O:34])[C:31]([CH:35]([CH3:37])[CH3:36])=[C:22]32)[C:13]1([CH3:46])[CH3:45])=[O:10])(C)(C)C.FC(F)(F)C(O)=O>ClCCl>[C:40](/[CH:39]=[CH:38]/[C@:21]12[CH2:33][C:32](=[O:34])[C:31]([CH:35]([CH3:37])[CH3:36])=[C:22]1[C@@H:23]1[C@@:18]([CH3:43])([CH2:19][CH2:20]2)[C@@:17]2([CH3:44])[C@@H:26]([C@:27]3([CH3:30])[C@@H:14]([CH2:15][CH2:16]2)[C:13]([CH3:46])([CH3:45])[C@@H:12]([O:11][C:9](=[O:10])[CH2:8][C:7]([CH3:47])([CH3:48])[C:6]([OH:49])=[O:5])[CH2:29][CH2:28]3)[CH2:25][CH2:24]1)([OH:42])=[O:41]. Procedure details: To a solution of (E)-3-((3aS,5aR,5bR,7aR,9S,11aR,11bR,13aS)-9-((4-(tert-butoxy)-3,3-dimethyl-4-oxobutanoyl)oxy)-1-isopropyl-5a,5b,8,8,11a-pentamethyl-2-oxo-3,3a,4,5,5a,5b,6,7,7a,8,9,10,11,11a,11b,12,13,13a-octadecahydro-2H-cyclopenta[a]chrysen-3a-yl)acrylic acid (200 mg, 0.294 mmol) in dichloromethane (6 mL) stirred at room temp was added trifluoroacetic acid (TFA) (3 mL). The reaction mixture was stirred at 20° C. for 1 h. The product was extracted with DCM (15 mL*3) and the residue was purifie... Reactants: O=C1SC(C(N1)=O)=CC1=CC=C(C=C1)C1=CC(=CC=C1)CN(C(CCCCCCCCC)=O)C (N-[4′-(2,4-dioxothiazolidin-5-ylidenemethyl)biphenyl-3-ylmethyl]-N-methyldecanamide). The solvent is O1CCOCC1 (dioxane). Yields the product O=C1SC(C(N1)=O)CC1=CC=C(C=C1)C1=CC(=CC=C1)CN(C(CCCCCCCCC)=O)C (N-[4′-(2,4-Dioxothiazolidin-5-ylmethyl)-biphenyl-3-ylmethyl]-N-methyldecanamide). The yield is 62.4%. As a reaction SMILES: [O:1]=[C:2]1[NH:6][C:5](=[O:7])[C:4](=[CH:8][C:9]2[CH:14]=[CH:13][C:12]([C:15]3[CH:20]=[CH:19][CH:18]=[C:17]([CH2:21][N:22]([CH3:34])[C:23](=[O:33])[CH2:24][CH2:25][CH2:26][CH2:27][CH2:28][CH2:29][CH2:30][CH2:31][CH3:32])[CH:16]=3)=[CH:11][CH:10]=2)[S:3]1>O1CCOCC1>[O:1]=[C:2]1[NH:6][C:5](=[O:7])[CH:4]([CH2:8][C:9]2[CH:14]=[CH:13][C:12]([C:15]3[CH:20]=[CH:19][CH:18]=[C:17]([CH2:21][N:22]([CH3:34])[C:23](=[O:33])[CH2:24][CH2:25][CH2:26][CH2:27][CH2:28][CH2:29][CH2:30][CH2:31][CH3:32])[CH:16]=3)=[CH:11][CH:10]=2)[S:3]1. Procedure details: In a manner similar to that of Example 1(g), starting with 460 mg (1 mmol) of N-[4′-(2,4-dioxothiazolidin-5-ylidenemethyl)biphenyl-3-ylmethyl]-N-methyldecanamide in 8 ml of dioxane, 300 mg (65%) of the desired product are obtained in the form of a film. Starting materials: C(C1=CC=CC=C1)OC1=CC(N(C=C1)CCC(C(=O)OCC)(S(=O)(=O)C)C)=O (Ethyl 4-[4-(benzyloxy)-2-oxopyridin-1(2H)-yl]-2-methyl-2-(methylsulfonyl)butanoate), C1=CCCCC1 (cyclohexene). The reagents and catalysts are [OH-].[OH-].[Pd+2] (Pearlman's catalyst). Solvent: C(C)O (ethanol). Reaction conditions: temperature 85 celsius. The product is OC1=CC(N(C=C1)CCC(C(=O)OCC)(S(=O)(=O)C)C)=O (ethyl 4-(4-hydroxy-2-oxopyridin-1(2H)-yl)-2-methyl-2-(methylsulfonyl)butanoate). Reaction SMILES: C([O:8][C:9]1[CH:14]=[CH:13][N:12]([CH2:15][CH2:16][C:17]([CH3:27])([S:23]([CH3:26])(=[O:25])=[O:24])[C:18]([O:20][CH2:21][CH3:22])=[O:19])[C:11](=[O:28])[CH:10]=1)C1C=CC=CC=1.C1CCCCC=1>C(O)C.[OH-].[OH-].[Pd+2]>[OH:8][C:9]1[CH:14]=[CH:13][N:12]([CH2:15][CH2:16][C:17]([CH3:27])([S:23]([CH3:26])(=[O:25])=[O:24])[C:18]([O:20][CH2:21][CH3:22])=[O:19])[C:11](=[O:28])[CH:10]=1 |f:3.4.5|. Procedure details: Ethyl 4-[4-(benzyloxy)-2-oxopyridin-1(2H)-yl]-2-methyl-2-(methylsulfonyl)butanoate (2.4 g, 5.9 mmol) which may be prepared by the same method disclosed in Example 51, step A, was dissolved in ethanol (100 ml) and cooled with a dry ice/acetone bath. To the cooled solution was added Pearlman's catalyst (2.0 g) and cyclohexene (9.0 ml, 88.4 mmol) then heated to 85° C. for 3 hours. The reaction mixture was cooled to RT and filtered through celite (approx 2 inches) to remove catalyst. The celite was ... Starting materials: C1=CC2=C(N=C1)N(N=N2)O (HOAt), CCN=C=NCCCN(C)C (EDAC), CCN(C(C)C)C(C)C (DIEA), C(O)([O-])=O.[Na+] (sodium hydrogencarbonate), C(C)(C)(C)OC(=O)N1[C@@H](C(N(CC1)CCC1=CC=CC=C1)=O)CC1=CC2=CC=CC=C2C=C1 ((2R)-2-(2-naphthyl)methyl-3-oxo-4-phenethylpiperazine-1-carboxylic acid tert-butyl ester), C(C)(C)(C)OC(=O)NC(C/C=C/C(=O)O)(C)C ((2E)-5-(tert-butoxycarbonylamino)-5-methylhex-2-enoic acid). Solvent: C(Cl)Cl (Methylene chloride), C(Cl)Cl (Methylene chloride), C(=O)(C(F)(F)F)O (TFA), C(Cl)Cl (methylene chloride). Run at time 15 minute. Yields the product C1=C(C=CC2=CC=CC=C12)C[C@@H]1C(NCCN1)=O ((3R)-3-((2-Naphthyl)methyl)piperazin-2-one). Yield: 47.8%. Reaction SMILES: C(OC([N:8]1[CH2:13][CH2:12][N:11](CCC2C=CC=CC=2)[C:10](=[O:22])[C@H:9]1[CH2:23][C:24]1[CH:33]=[CH:32][C:31]2[C:26](=[CH:27][CH:28]=[CH:29][CH:30]=2)[CH:25]=1)=O)(C)(C)C.C(=O)([O-])O.[Na+].C(OC(NC(C)(C)C/C=C/C(O)=O)=O)(C)(C)C.C1C=NC2N(O)N=NC=2C=1.CCN=C=NCCCN(C)C.CCN(C(C)C)C(C)C>C(O)(C(F)(F)F)=O.C(Cl)Cl>[CH:25]1[C:26]2[C:31](=[CH:30][CH:29]=[CH:28][CH:27]=2)[CH:32]=[CH:33][C:24]=1[CH2:23][C@H:9]1[NH:8][CH2:13][CH2:12][NH:11][C:10]1=[O:22] |f:1.2|. Reported procedure: (2R)-2-(2-naphthyl)methyl-3-oxo-4-phenethylpiperazine-1-carboxylic acid tert-butyl ester (1.2 g; 2.7 mmol) was dissolved in a mixture of TFA (5 ml) and methylene chloride (5 ml) and stirred for 15 min. Methylene chloride (30 ml) and aqueous sodium hydrogencarbonate (saturated) was added to pH 8. The mixture was extracted with methylene chloride (3×10 ml) and the combined aqueous phases were dried (magnesium sulphate) and the solvent was removed in vacuo. Part of the residue (400 mg 1.2 mmol) wer...